This data is from the Open Reaction Database (ORD), a public repository of structured organic reaction records. The task is: describe an organic reaction: reactants, conditions, products, and yield The reactants are CN1C=C(C=C1)C(=O)O (methyl 1H-pyrrole-3-carboxylic acid), N1C=C(C=C1)C(=O)N1CCCC1 ((1H-pyrrol-3-yl)(pyrrolidin-1-yl)methanone), C1(CCC1)N1CCC(CC1)OC1=CC=C(C=C1)I (1-cyclobutyl-4-(4-iodophenoxy)piperidine), IC1=CC=C(OC2CCN(CC2)C(C)C)C=C1 (4-(4-iodophenoxy)-1-isopropylpiperidine). Yields the product C(C)(C)N1CCC(CC1)OC1=CC=C(C=C1)N1C=C(C=C1)C(=O)N1CCCC1 ((1-{4-[(1-isopropylpiperidin-4-yl)oxy]phenyl}-1H-pyrrol-3-yl)(pyrrolidin-1-yl)methanone). As a reaction SMILES: CN1C=CC(C(O)=O)=C1.[NH:10]1[CH:14]=[CH:13][C:12]([C:15]([N:17]2[CH2:21][CH2:20][CH2:19][CH2:18]2)=[O:16])=[CH:11]1.[CH:22]1([N:26]2[CH2:31][CH2:30][CH:29]([O:32][C:33]3[CH:38]=[CH:37][C:36](I)=[CH:35][CH:34]=3)[CH2:28][CH2:27]2)[CH2:25]C[CH2:23]1.IC1C=CC(OC2CCN(C(C)C)CC2)=CC=1>>[CH:22]([N:26]1[CH2:31][CH2:30][CH:29]([O:32][C:33]2[CH:34]=[CH:35][C:36]([N:10]3[CH:14]=[CH:13][C:12]([C:15]([N:17]4[CH2:21][CH2:20][CH2:19][CH2:18]4)=[O:16])=[CH:11]3)=[CH:37][CH:38]=2)[CH2:28][CH2:27]1)([CH3:25])[CH3:23]. Procedure details: The titled compound was prepared as a colorless amorphous substance by repeating the procedure of Example 1, except that the methyl 1H-pyrrole-3-carboxylic acid was replaced by (1H-pyrrol-3-yl)(pyrrolidin-1-yl)methanone and the 1-cyclobutyl-4-(4-iodophenoxy)piperidine by 4-(4-iodophenoxy)-1-isopropylpiperidine (which can be synthesized in accordance with the method described in WO2004089373).